This data is from the Open Reaction Database (ORD), a public repository of structured organic reaction records. The task is: describe an organic reaction: reactants, conditions, products, and yield Reactants: CCC(Oc1ccc(C(C)C)cc1)C(=O)[O-], CO, [Na+], [OH-]. Product: CC(C)c1ccc(OCC(=O)O)cc1. As a reaction SMILES: [CH2:1]([CH3:2])[CH:3]([C:4](=[O:5])[O-:6])[O:7][c:8]1[cH:9][cH:10][c:11]([CH:14]([CH3:15])[CH3:16])[cH:12][cH:13]1.[CH3:19][OH:20].[Na+:18].[OH-:17]>>[CH2:3]([C:4](=[O:5])[OH:6])[O:7][c:8]1[cH:9][cH:10][c:11]([CH:14]([CH3:15])[CH3:16])[cH:12][cH:13]1. Starting materials: OC1=CC=C(C(=O)CCCNC2=C(C=CC(=C2)OC)C2CC=3C=CC(=CC3CC2)OC(C(C)(C)C)=O)C=C1 (pivalic acid 6-{2-[(4-hydroxybenzoyl)propylamino]-4-methoxyphenyl}-5,6,7,8-tetrahydronaphthalen-2-yl ester), N1(CCC1)C(CCl)=O (1-azetidin-1-yl-2-chloroethanone). The product is N1(CCC1)CCOC1=CC=C(CCCCNC2=C(C=CC(=C2)OC)C2CC=3C=CC(=CC3CC2)O)C=C1 (6-{2-{[4-(2-Azetidin-1-ylethoxy)benzyl]propylamino}-4-methoxyphenyl}-5,6,7,8-tetrahydronaphthalen-2-ol). Reported procedure: Synthesized from pivalic acid 6-{2-[(4-hydroxybenzoyl)propylamino]-4-methoxyphenyl}-5,6,7,8-tetrahydronaphthalen-2-yl ester (27 mg) and 1-azetidin-1-yl-2-chloroethanone (15 mg) according to an analogous synthetic method to Example 404 and purified by LC-MS, the title compound (2.3 mg) was obtained. RXN SMILES: [OH:1][C:2]1[CH:38]=[CH:37][C:5]([C:6]([CH2:8][CH2:9][CH2:10][NH:11][C:12]2[CH:17]=[C:16]([O:18][CH3:19])[CH:15]=[CH:14][C:13]=2[CH:20]2[CH2:29][CH2:28][C:27]3[CH:26]=[C:25]([O:30]C(=O)C(C)(C)C)[CH:24]=[CH:23][C:22]=3[CH2:21]2)=O)=[CH:4][CH:3]=1.[N:39]1([C:43](=O)[CH2:44]Cl)[CH2:42][CH2:41][CH2:40]1>>[N:39]1([CH2:43][CH2:44][O:1][C:2]2[CH:38]=[CH:37][C:5]([CH2:6][CH2:8][CH2:9][CH2:10][NH:11][C:12]3[CH:17]=[C:16]([O:18][CH3:19])[CH:15]=[CH:14][C:13]=3[CH:20]3[CH2:29][CH2:28][C:27]4[CH:26]=[C:25]([OH:30])[CH:24]=[CH:23][C:22]=4[CH2:21]3)=[CH:4][CH:3]=2)[CH2:42][CH2:41][CH2:40]1. The yield is 8.8%. Reactants: COC(COC1=CC2=C(C(=CC=C2C=C1)OCCCOCCCOC1=C(C(=C(C=C1)C(C)=O)O)CCC)C(C)=O)=O ([[8-acetyl-7-[3-[3-(4-acetyl-3-hydroxy-2-propylphenoxy)propoxy]propoxy]-2-naphthalenyl]oxy]acetic acid methyl ester), [OH-].[Na+] (sodium hydroxide). The solvent is CO (methanol). Yields the product C(C)(=O)C=1C(=CC=C2C=CC(=CC12)OCC(=O)O)OCCCOCCCOC1=C(C(=C(C=C1)C(C)=O)O)CCC ([[8-acetyl-7-[3-[3-(4-acetyl-3-hydroxy-2-propylphenoxy)propoxy]propoxy]-2-naphthalenyl]oxy]acetic acid). Yield: 72.6%. RXN SMILES: C[O:2][C:3](=[O:41])[CH2:4][O:5][C:6]1[CH:15]=[CH:14][C:13]2[C:8](=[C:9]([C:38](=[O:40])[CH3:39])[C:10]([O:16][CH2:17][CH2:18][CH2:19][O:20][CH2:21][CH2:22][CH2:23][O:24][C:25]3[CH:30]=[CH:29][C:28]([C:31](=[O:33])[CH3:32])=[C:27]([OH:34])[C:26]=3[CH2:35][CH2:36][CH3:37])=[CH:11][CH:12]=2)[CH:7]=1.[OH-].[Na+]>CO>[C:38]([C:9]1[C:10]([O:16][CH2:17][CH2:18][CH2:19][O:20][CH2:21][CH2:22][CH2:23][O:24][C:25]2[CH:30]=[CH:29][C:28]([C:31](=[O:33])[CH3:32])=[C:27]([OH:34])[C:26]=2[CH2:35][CH2:36][CH3:37])=[CH:11][CH:12]=[C:13]2[C:8]=1[CH:7]=[C:6]([O:5][CH2:4][C:3]([OH:41])=[O:2])[CH:15]=[CH:14]2)(=[O:40])[CH3:39] |f:1.2|. Procedure: A mixture of 1.2 g of [[8-acetyl-7-[3-[3-(4-acetyl-3-hydroxy-2-propylphenoxy)propoxy]propoxy]-2-naphthalenyl]oxy]acetic acid methyl ester and 21 ml of 1N sodium hydroxide in 42 ml of methanol was stirred at reflux for 1 hour. The methanol was removed in vacuo and the aqueous solution was washed with ethyl acetate. The aqueous layer was acidified with 3N hydrochloric acid to pH 3 and the oil was extracted with chloroform. The extract was dried (magnesium sulfate) and concentrated to give an oil w... The reactants are C(CCC)[Sn](C1=CC=C(S1)C=1SC(=CC1)[Sn](CCCC)(CCCC)CCCC)(CCCC)CCCC (5,5′-bis(tributylstannyl)-2,2′-bithiophene), BrC1=CC=C(C=C1)C(C)C (1-bromo-4-isopropylbenzene). The reagents and catalysts are C=1C=CC(=CC1)[P](C=2C=CC=CC2)(C=3C=CC=CC3)[Pd]([P](C=4C=CC=CC4)(C=5C=CC=CC5)C=6C=CC=CC6)([P](C=7C=CC=CC7)(C=8C=CC=CC8)C=9C=CC=CC9)[P](C=1C=CC=CC1)(C=1C=CC=CC1)C=1C=CC=CC1 (Pd(PPh3)4). Run in CN(C=O)C (N,N-dimethylformamide). The product is C(C)(C)C1=CC=C(C=C1)C1=CC=C(S1)C=1SC(=CC1)C1=CC=C(C=C1)C(C)C (5,5′-bis(4-isopropylphenyl)-2,2′-bithiophene). The yield is 61.6%. Reaction SMILES: C([Sn](CCCC)(CCCC)[C:6]1[S:10][C:9]([C:11]2[S:12][C:13]([Sn](CCCC)(CCCC)CCCC)=[CH:14][CH:15]=2)=[CH:8][CH:7]=1)CCC.Br[C:38]1[CH:43]=[CH:42][C:41]([CH:44]([CH3:46])[CH3:45])=[CH:40][CH:39]=1>CN(C)C=O.C1C=CC([P]([Pd]([P](C2C=CC=CC=2)(C2C=CC=CC=2)C2C=CC=CC=2)([P](C2C=CC=CC=2)(C2C=CC=CC=2)C2C=CC=CC=2)[P](C2C=CC=CC=2)(C2C=CC=CC=2)C2C=CC=CC=2)(C2C=CC=CC=2)C2C=CC=CC=2)=CC=1>[CH:44]([C:41]1[CH:42]=[CH:43][C:38]([C:13]2[S:12][C:11]([C:9]3[S:10][C:6]([C:38]4[CH:43]=[CH:42][C:41]([CH:44]([CH3:46])[CH3:45])=[CH:40][CH:39]=4)=[CH:7][CH:8]=3)=[CH:15][CH:14]=2)=[CH:39][CH:40]=1)([CH3:46])[CH3:45] |^1:55,57,76,95|. Reported procedure: A solution of 1.8 g of 5,5′-bis(tributylstannyl)-2,2′-bithiophene, 1.3 g of 1-bromo-4-isopropylbenzene, and 80 mg of Pd(PPh3)4 in 35 milliliters (“mL”) of N,N-dimethylformamide was heated at 70° C. for 2 days under nitrogen. After cooling, 0.6 g of yeliow-green solid was obtained after washing with methanol and ether, verified pure by nuclear magnetic resonance spectroscopy (“NMR”), and used directly for film and crystal studies. Reactants: [H-].[Al+3].[Li+].[H-].[H-].[H-] (Lithium aluminum hydride), O1[C@H]2[C@@H]1C(C[C@@H]1CC[C@H]3[C@@H]4C[C@H]5[C@H]([C@H](C)[C@]6(O5)CC[C@@H](C)CO6)[C@]4(CC[C@@H]3[C@@]21C)C)=O ((1α,2α,5α,25R)-1,2-epoxy-spirostan-3-one), [H-].[Al+3].[Li+].[H-].[H-].[H-] (lithium aluminum hydride). The solvent is C1CCOC1 (THF). Conditions: time 1 hour. Yields the product O[C@H]1C[C@@H](C[C@@H]2CC[C@H]3[C@@H]4C[C@H]5[C@H]([C@H](C)[C@]6(O5)CC[C@@H](C)CO6)[C@]4(CC[C@@H]3[C@@]12C)C)O ((1α,3β,5α,25R)-1,3-di(hydroxy)spirostane). Yield: 34.0%. As a reaction SMILES: [H-].[Al+3].[Li+].[H-].[H-].[H-].[O:7]1[C@H:9]2[C:10](=[O:37])[CH2:11][C@H:12]3[C@:34]([CH3:35])([C@@H:8]12)[C@@H:33]1[C@H:15]([C@H:16]2[C@:30]([CH3:36])([CH2:31][CH2:32]1)[C@H:19]1[C@@H:20]([C@:22]4([O:29][CH2:28][C@H:26]([CH3:27])[CH2:25][CH2:24]4)[O:23][C@H:18]1[CH2:17]2)[CH3:21])[CH2:14][CH2:13]3>C1COCC1>[OH:7][C@@H:8]1[C@@:34]2([CH3:35])[C@@H:12]([CH2:13][CH2:14][C@@H:15]3[C@@H:33]2[CH2:32][CH2:31][C@@:30]2([CH3:36])[C@H:16]3[CH2:17][C@@H:18]3[O:23][C@@:22]4([O:29][CH2:28][C@H:26]([CH3:27])[CH2:25][CH2:24]4)[C@@H:20]([CH3:21])[C@@H:19]32)[CH2:11][C@@H:10]([OH:37])[CH2:9]1 |f:0.1.2.3.4.5|. Reported procedure: Lithium aluminum hydride (0.43 g, 15.38 mmol) was added to a solution of (1α,2α,5α,25R)-1,2-epoxy-spirostan-3-one in THF (20 mL) at 0° C. The reaction was gradually warmed to room temperature and after 3 hours, additional lithium aluminum hydride (0.10 g, 3.58 mmol) was added. After 1 hour, the reaction was cooled to 0° C. and quenched by the sequential addition of H2O (0.75 mL), 15% NaOH (0.75 mL), and H2O (1.50 mL). The mixture was dried with MgSO4, filtered, and concentrated in vacuo. The pro... Reactants: BrC=1C=C(C=C(C1)Br)B(O)O (3,5-dibromophenylboronic acid), BrC(=C)C (2-bromopropene). Reagents/catalysts: C=1C=CC(=CC1)[P](C=2C=CC=CC2)(C=3C=CC=CC3)[Pd]([P](C=4C=CC=CC4)(C=5C=CC=CC5)C=6C=CC=CC6)([P](C=7C=CC=CC7)(C=8C=CC=CC8)C=9C=CC=CC9)[P](C=1C=CC=CC1)(C=1C=CC=CC1)C=1C=CC=CC1 (Pd(PPh3)4). Solvent: C1CCOC1 (THF), C(=O)([O-])[O-].[Na+].[Na+] (Na2CO3). Run at temperature 40 celsius, time 5 hour. The product is BrC1=CC(=CC(=C1)C(=C)C)Br (1,3-dibromo-5-(prop-1-en-2-yl)benzene). As a reaction SMILES: [Br:1][C:2]1[CH:3]=[C:4](B(O)O)[CH:5]=[C:6]([Br:8])[CH:7]=1.Br[C:13]([CH3:15])=[CH2:14]>C1COCC1.C([O-])([O-])=O.[Na+].[Na+].C1C=CC([P]([Pd]([P](C2C=CC=CC=2)(C2C=CC=CC=2)C2C=CC=CC=2)([P](C2C=CC=CC=2)(C2C=CC=CC=2)C2C=CC=CC=2)[P](C2C=CC=CC=2)(C2C=CC=CC=2)C2C=CC=CC=2)(C2C=CC=CC=2)C2C=CC=CC=2)=CC=1>[Br:1][C:2]1[CH:3]=[C:4]([C:13]([CH3:15])=[CH2:14])[CH:5]=[C:6]([Br:8])[CH:7]=1 |f:3.4.5,^1:30,32,51,70|. Procedure: To a degassed mixture of 5.0 g (17.9 mmol) of 3,5-dibromophenylboronic acid in 50 mL of THF and 25 mL of 2 M Na2CO3 (aqueous) was added 1.13 g (0.975 mmol) of Pd(PPh3)4 and 2.3 mL of 2-bromopropene. The mixture was stirred at 40° C. for 5 h, and the mixture was extracted with EtOAc. The organic layer was washed with 25 mL of brine, dried over Na2SO4, filtered, and concentrated. Purification by flash silica gel chromatography (10% EtOAc/hexanes) provided 1,3-dibromo-5-(prop-1-en-2-yl)benzene with... Starting materials: BrC=1C=C(C=CC1)CNC (1-(3-bromophenyl)-N-methylmethanamine), C(C)(C)(C)OC(=O)NCC(=O)O (N-(tert-butoxycarbonyl)glycine), C=1C=CC2=C(C1)N=NN2O (HOBt), CCN=C=NCCCN(C)C.Cl (WSC hydrochloride), C(O)([O-])=O.[Na+] (sodium hydrogen carbonate). Solvent: ClC(C)Cl (dichloroethane). Conditions: time 8 hour. Product: BrC=1C=C(CN(C(CNC(OC(C)(C)C)=O)=O)C)C=CC1 (tert-butyl {2-[(3-bromobenzyl)(methyl)amino]-2-oxoethyl}carbamate). Yield: 99.4%. As a reaction SMILES: [Br:1][C:2]1[CH:3]=[C:4]([CH2:8][NH:9][CH3:10])[CH:5]=[CH:6][CH:7]=1.[C:11]([O:15][C:16]([NH:18][CH2:19][C:20]([OH:22])=O)=[O:17])([CH3:14])([CH3:13])[CH3:12].C1C=CC2N(O)N=NC=2C=1.CCN=C=NCCCN(C)C.Cl.C(=O)([O-])O.[Na+]>ClC(Cl)C>[Br:1][C:2]1[CH:3]=[C:4]([CH:5]=[CH:6][CH:7]=1)[CH2:8][N:9]([CH3:10])[C:20](=[O:22])[CH2:19][NH:18][C:16](=[O:17])[O:15][C:11]([CH3:12])([CH3:13])[CH3:14] |f:3.4,5.6|. Reported procedure: To a solution of 1-(3-bromophenyl)-N-methylmethanamine (12.0 g) and N-(tert-butoxycarbonyl)glycine (11.5 g) in dichloroethane (80 ml) were added HOBt (9.7 g) and WSC hydrochloride (13.7 g), followed by stirring at room temperature overnight. To the reaction mixture was added a saturated aqueous sodium hydrogen carbonate solution, followed by extraction with CHCl3. The mixture was dried over Na2SO4 and then concentrated under reduced pressure. The obtained residue was purified by silica gel colum... Starting materials: O=C(O)Cc1ccc([N+](=O)[O-])cc1, CSc1ccc(N)cc1. The reagents and catalysts are CCN=C=NCCCN(C)C.Cl (EDC-HCl), CN1CCOCC1 (NMM), C1=CC=C2C(=C1)C(=O)N(C2=O)O (N-Hydroxyphthalimide). The solvent is CN(C)C=O (DMF), CN(C)C=O (DMF), CN(C)C=O (DMF), CN(C)C=O (DMF), CN(C)C=O (DMF), CN(C)C=O (DMF). Reaction conditions: temperature 25 celsius, time 2 hour. Product: CSc1ccc(NC(=O)Cc2ccc([N+](=O)[O-])cc2)cc1. The yield is 32.6%. Reaction SMILES: CSc1ccc(N)cc1.O=C(O)Cc1ccc([N+](=O)[O-])cc1.CCN=C=NCCCN(C)C.Cl.C1=CC=C2C(=C1)C(=O)N(C2=O)O.CN1CCOCC1.CN(C)C=O>>CSc1ccc(NC(=O)Cc2ccc([N+](=O)[O-])cc2)cc1.